Dataset: the Open Reaction Database (ORD), a public repository of structured organic reaction records. Task: describe an organic reaction: reactants, conditions, products, and yield Starting materials: Fc1cccc(Br)c1F, C1CCOC1, [Li]CCCC, O=C1CCCc2ncccc2C1. Product: OC1(c2cccc(F)c2F)CCCc2ncccc2C1. As a reaction SMILES: [Br:6][c:7]1[c:8]([F:14])[c:9]([F:13])[cH:10][cH:11][cH:12]1.[CH2:27]1[O:28][CH2:29][CH2:30][CH2:31]1.[CH3:1][CH2:2][CH2:3][CH2:4][Li:5].[n:15]1[c:16]2[c:17]([cH:18][cH:19][cH:20]1)[CH2:21][C:22](=[O:26])[CH2:23][CH2:24][CH2:25]2>>[c:7]1([C:22]2([OH:26])[CH2:21][c:17]3[c:16]([n:15][cH:20][cH:19][cH:18]3)[CH2:25][CH2:24][CH2:23]2)[c:8]([F:14])[c:9]([F:13])[cH:10][cH:11][cH:12]1. The reactants are [BH4-].[Na+] (sodium borohydride), [BH4-].[Na+] (sodium borohydride), [BH4-].[Na+] (Sodium borohydride), ClC=1C=C2C(=NC1C1=CC=C(C=C1)C1=CC=CC=C1)N=C(N2)O[C@H]2[C@@H]1[C@H](OC2)[C@](CO1)(C=O)O ((3R,3aR,6R,6aS)-3-[[6-chloro-5-(4-phenylphenyl)-1H-imidazo[4,5-b]pyridin-2-yl]oxy]-6-hydroxy-3,3a,5,6a-tetrahydro-2H-furo[3,2-b]furan-6-carbaldehyde), [BH4-].[Na+] (sodium borohydride). Solvent: CO (methanol). Run at temperature 0 celsius, time 1.5 hour. Yields the product ClC=1C=C2C(=NC1C1=CC=C(C=C1)C1=CC=CC=C1)N=C(N2)O[C@H]2[C@@H]1[C@H](OC2)[C@@](CO1)(O)CO ((3R,3aR,6R,6aS)-3-[[6-chloro-5-(4-phenylphenyl)-1H-imidazo[4,5-b]pyridin-2-yl]oxy]-6-(hydroxymethyl)-3,3a,5,6a-tetrahydro-2H-furo[3,2-b]furan-6-ol). As a reaction SMILES: [BH4-].[Na+].[Cl:3][C:4]1[CH:5]=[C:6]2[NH:24][C:23]([O:25][C@@H:26]3[CH2:30][O:29][C@@H:28]4[C@@:31]([OH:36])([CH:34]=[O:35])[CH2:32][O:33][C@H:27]34)=[N:22][C:7]2=[N:8][C:9]=1[C:10]1[CH:15]=[CH:14][C:13]([C:16]2[CH:21]=[CH:20][CH:19]=[CH:18][CH:17]=2)=[CH:12][CH:11]=1>CO>[Cl:3][C:4]1[CH:5]=[C:6]2[NH:24][C:23]([O:25][C@@H:26]3[CH2:30][O:29][C@@H:28]4[C@:31]([CH2:34][OH:35])([OH:36])[CH2:32][O:33][C@H:27]34)=[N:22][C:7]2=[N:8][C:9]=1[C:10]1[CH:15]=[CH:14][C:13]([C:16]2[CH:17]=[CH:18][CH:19]=[CH:20][CH:21]=2)=[CH:12][CH:11]=1 |f:0.1|. Reported procedure: Sodium borohydride (1.3 mg, 0.034 mmol) was added to a stirred solution of (3R,3aR,6R,6aS)-3-[[6-chloro-5-(4-phenylphenyl)-1H-imidazo[4,5-b]pyridin-2-yl]oxy]-6-hydroxy-3,3a,5,6a-tetrahydro-2H-furo[3,2-b]furan-6-carbaldehyde (5.4 mg, 0.011 mmol) in methanol (0.5 ml) that had been cooled to 0° C. in an ice bath. After 1.5 hours, additional sodium borohydride (3.0 mg, 0.079 mmol) was added to the reaction mixture. After an additional 1.5 hours, additional sodium borohydride (2.8 mg, 0.074 mmol) was... The reactants are BrCC=1C=C(C#N)C=CC1Cl (3-(bromomethyl)-4-chlorobenzonitrile), Cl.C(C)(C)(C)OC(CNC)=O (sarcosine tert-butyl ester hydrochloride). Yields the product ClC1=C(CN(CC(=O)OC(C)(C)C)C)C=C(C=C1)C#N (tert-butyl N-(2-chloro-5-cyanobenzyl)-N-methylglycinate), oil. The yield is 86.0%. RXN SMILES: Br[CH2:2][C:3]1[CH:4]=[C:5]([CH:8]=[CH:9][C:10]=1[Cl:11])[C:6]#[N:7].Cl.[C:13]([O:17][C:18](=[O:22])[CH2:19][NH:20][CH3:21])([CH3:16])([CH3:15])[CH3:14]>>[Cl:11][C:10]1[CH:9]=[CH:8][C:5]([C:6]#[N:7])=[CH:4][C:3]=1[CH2:2][N:20]([CH3:21])[CH2:19][C:18]([O:17][C:13]([CH3:16])([CH3:15])[CH3:14])=[O:22] |f:1.2|. Reported procedure: The title compound was prepared following general procedure 10, starting from 3-(bromomethyl)-4-chlorobenzonitrile and sarcosine tert-butyl ester hydrochloride. It was obtained as a colorless oil (1.9 g, 86%). LC/MS (Method B): 295.1 (M+H)+.